Dataset: the Open Reaction Database (ORD), a public repository of structured organic reaction records. Task: describe an organic reaction: reactants, conditions, products, and yield Starting materials: CC(=O)O, CC(Cl)(C=O)Cc1cccc(Cl)c1Cl, ClN(Cl)c1ccccc1. Yields the product Cl, Nc1cccc(Cl)c1Cl. RXN SMILES: [CH3:24][C:25](=[O:26])[OH:27].[Cl:10][C:11]([CH3:12])([CH2:13][c:15]1[c:16]([Cl:22])[c:17]([Cl:21])[cH:18][cH:19][cH:20]1)[CH:14]=[O:23].[Cl:1][N:2]([Cl:3])[c:4]1[cH:5][cH:6][cH:7][cH:8][cH:9]1>>[ClH:1].[NH2:2][c:15]1[c:16]([Cl:22])[c:17]([Cl:21])[cH:18][cH:19][cH:20]1.